From a dataset of the Open Reaction Database (ORD), a public repository of structured organic reaction records. describe an organic reaction: reactants, conditions, products, and yield The reactants are C[Si](C)(C)c1ccc2c(c1)cc(C(=O)O)n2Cc1cccc(F)c1, CCN=C=NCCCN(C)C, CN(C)C=O, Cl, CN(C)c1ccc(N)cn1, On1nnc2ccccc21. Product: CN(C)c1ccc(NC(=O)c2cc3cc([Si](C)(C)C)ccc3n2Cc2cccc(F)c2)cn1. RXN SMILES: [CH3:1][Si:2]([c:3]1[cH:4][c:5]2[cH:6][c:7]([C:20](=[O:21])[OH:22])[n:8]([CH2:12][c:13]3[cH:14][c:15]([F:19])[cH:16][cH:17][cH:18]3)[c:9]2[cH:10][cH:11]1)([CH3:23])[CH3:24].[CH3:36][N:37]([CH3:38])[CH2:39][CH2:40][CH2:41][N:42]=[C:43]=[N:44][CH2:45][CH3:46].[CH3:57][N:58]([CH3:59])[CH:60]=[O:61].[ClH:35].[NH2:25][c:26]1[cH:27][n:28][c:29]([N:32]([CH3:33])[CH3:34])[cH:30][cH:31]1.[OH:47][n:48]1[c:49]2[cH:50][cH:51][cH:52][cH:53][c:54]2[n:55][n:56]1>>[CH3:1][Si:2]([c:3]1[cH:4][c:5]2[cH:6][c:7]([C:20](=[O:21])[NH:25][c:26]3[cH:27][n:28][c:29]([N:32]([CH3:33])[CH3:34])[cH:30][cH:31]3)[n:8]([CH2:12][c:13]3[cH:14][c:15]([F:19])[cH:16][cH:17][cH:18]3)[c:9]2[cH:10][cH:11]1)([CH3:23])[CH3:24]. Product: CC(=O)Nc1cccc2c1CCNC2=O. The reactants are CC(=O)OC(C)=O, Nc1cccc2c1CCNC2=O, O. As a reaction SMILES: [CH3:13][C:14](=[O:15])[O:16][C:17](=[O:18])[CH3:19].[NH2:1][c:2]1[c:3]2[c:8]([cH:9][cH:10][cH:11]1)[C:7](=[O:12])[NH:6][CH2:5][CH2:4]2.[OH2:20]>>[NH:1]([c:2]1[c:3]2[c:8]([cH:9][cH:10][cH:11]1)[C:7](=[O:12])[NH:6][CH2:5][CH2:4]2)[C:14]([CH3:13])=[O:15]. Starting materials: CCOC(=O)c1cn(Cc2cccc(C)n2)c2ccccc2c1=O, CO, [Li+], [OH-], O. The product is Cc1cccc(Cn2cc(C(=O)O)c(=O)c3ccccc32)n1. As a reaction SMILES: [CH2:1]([CH3:2])[O:3][C:4](=[O:5])[c:6]1[cH:7][n:8]([CH2:17][c:18]2[n:19][c:20]([CH3:24])[cH:21][cH:22][cH:23]2)[c:9]2[cH:10][cH:11][cH:12][cH:13][c:14]2[c:15]1=[O:16].[CH3:28][OH:29].[Li+:25].[OH-:26].[OH2:27]>>[O:3]=[C:4]([OH:5])[c:6]1[cH:7][n:8]([CH2:17][c:18]2[n:19][c:20]([CH3:24])[cH:21][cH:22][cH:23]2)[c:9]2[cH:10][cH:11][cH:12][cH:13][c:14]2[c:15]1=[O:16]. Starting materials: FC1=C(CCC2=CC(=CC=C12)O)C(=O)O (3,4-dihydro-1-fluoro-6-hydroxy-2-naphthalenecarboxylic acid), C(C1=CC=CC=C1)Br (benzyl bromide), [OH-].[K+] (potassium hydroxide). Product: FC1=C(CCC2=CC(=CC=C12)OCC1=CC=CC=C1)C(=O)O (3,4-dihydro-1-fluoro-6-benzyloxy-2-naphthalenecarboxylic acid). RXN SMILES: [F:1][C:2]1[C:11]2[C:6](=[CH:7][C:8]([OH:12])=[CH:9][CH:10]=2)[CH2:5][CH2:4][C:3]=1[C:13]([OH:15])=[O:14].[CH2:16](Br)[C:17]1[CH:22]=[CH:21][CH:20]=[CH:19][CH:18]=1.[OH-].[K+]>>[F:1][C:2]1[C:11]2[C:6](=[CH:7][C:8]([O:12][CH2:16][C:17]3[CH:22]=[CH:21][CH:20]=[CH:19][CH:18]=3)=[CH:9][CH:10]=2)[CH2:5][CH2:4][C:3]=1[C:13]([OH:15])=[O:14] |f:2.3|. Procedure: That is, for example, 3,4-dihydro-1-fluoro-6-hydroxy-2-naphthalenecarboxylic acid (i) is reacted with benzyl bromide in the presence of a base such as potassium hydroxide, to obtain 3,4-dihydro-1-fluoro-6-benzyloxy-2-naphthalenecarboxylic acid (ii). Starting materials: ClC1=C2C=CC=NC2=C(C=C1)N (5-chloroquinolin-8-amine), ClC1=C2C=CC=NC2=C(C=C1)N (5-chloroquinolin-8-amine), C1(=CC=CC=C1)S(=O)(=O)Cl (benzenesulfonyl chloride). The reagents and catalysts are CN(C)C=1C=CN=CC1 (DMAP). Yields the product ClC1=C2C=CC=NC2=C(C=C1)NS(=O)(=O)C1=CC=CC=C1 (N-(5-Chloroquinolin-8-yl)-benzenesulfonamide). The yield is 64.3%. RXN SMILES: [Cl:1][C:2]1[CH:11]=[CH:10][C:9]([NH2:12])=[C:8]2[C:3]=1[CH:4]=[CH:5][CH:6]=[N:7]2.[C:13]1([S:19](Cl)(=[O:21])=[O:20])[CH:18]=[CH:17][CH:16]=[CH:15][CH:14]=1>CN(C1C=CN=CC=1)C>[Cl:1][C:2]1[CH:11]=[CH:10][C:9]([NH:12][S:19]([C:13]2[CH:18]=[CH:17][CH:16]=[CH:15][CH:14]=2)(=[O:21])=[O:20])=[C:8]2[C:3]=1[CH:4]=[CH:5][CH:6]=[N:7]2. Procedure: In the similar fashion using route 14 general procedure 27, 5-chloroquinolin-8-amine (Intermediate 27) (70 mg, 0.39 mmol), benzenesulfonyl chloride (83 mg, 0.42 mmol) and DMAP (cat.) gave the title compound (80 mg, 64%) after purification by column chromatography with DCM as the eluent.